From a dataset of the Open Reaction Database (ORD), a public repository of structured organic reaction records. describe an organic reaction: reactants, conditions, products, and yield Starting materials: NC1=NC(=CC=C1)N (2,6-diaminopyridine), FC1=C(C(=O)Cl)C(=CC=C1)F (2,6-difluorobenzoyl chloride). Run in O1CCOCC1 (dioxane). The product is NC1=CC=CC(=N1)NC(C1=C(C=CC=C1F)F)=O (N-(6-Aminopyridin-2-yl)-2,6-difluorobenzamide). Yield: 75.2%. Reaction SMILES: [NH2:1][C:2]1[CH:7]=[CH:6][CH:5]=[C:4]([NH2:8])[N:3]=1.[F:9][C:10]1[CH:18]=[CH:17][CH:16]=[C:15]([F:19])[C:11]=1[C:12](Cl)=[O:13]>O1CCOCC1>[NH2:8][C:4]1[N:3]=[C:2]([NH:1][C:12](=[O:13])[C:11]2[C:10]([F:9])=[CH:18][CH:17]=[CH:16][C:15]=2[F:19])[CH:7]=[CH:6][CH:5]=1. Procedure: Using a method similar to Preparation 48, using 2,6-diaminopyridine (2.6 g, 24 mmol), dioxane (75 mL), and 2,6-difluorobenzoyl chloride (1.4 g, 8 mmol)(stir at 25° C. for 16 hr.), gives the title intermediate (1.5 g, 75% yield): mass spectrum (ion spray): m/z=250.1 (M+1). The reactants are CC(C)(C)O, CCOC(=O)CC(=O)CCl, [H-], [Na+], CN(C)C=O. Yields the product CCOC(=O)CC(=O)COC(C)(C)C. Reaction SMILES: [C:13]([CH3:14])([CH3:15])([CH3:16])[OH:17].[CH2:3]([CH3:4])[O:5][C:6]([CH2:7][C:8](=[O:9])[CH2:10][Cl:11])=[O:12].[H-:1].[Na+:2].[O:18]=[CH:19][N:20]([CH3:21])[CH3:22]>>[CH2:3]([CH3:4])[O:5][C:6]([CH2:7][C:8](=[O:9])[CH2:10][O:17][C:13]([CH3:14])([CH3:15])[CH3:16])=[O:12]. The reactants are NC=1SC(=CC1C(=O)OCC)CC (Ethyl 2-amino-5-ethylthiophene-3-carboxylate), FC1=C(C=CC=C1C(F)(F)F)[N+](=O)[O-] (2-fluoro-3-trifluoromethylnitrobenzene). The solvent is CCO (EtOH). Yields the product C(C)C1=CC(=C(S1)NC1=C(C=CC=C1[N+](=O)[O-])C(F)(F)F)C(=O)OCC (Ethyl 5-ethyl-2-(2-trifluoromethyl-6-nitroanilino)-thiophene-3-carboxylate). As a reaction SMILES: [NH2:1][C:2]1[S:3][C:4]([CH2:12][CH3:13])=[CH:5][C:6]=1[C:7]([O:9][CH2:10][CH3:11])=[O:8].F[C:15]1[C:20]([C:21]([F:24])([F:23])[F:22])=[CH:19][CH:18]=[CH:17][C:16]=1[N+:25]([O-:27])=[O:26]>CCO>[CH2:12]([C:4]1[S:3][C:2]([NH:1][C:15]2[C:16]([N+:25]([O-:27])=[O:26])=[CH:17][CH:18]=[CH:19][C:20]=2[C:21]([F:22])([F:24])[F:23])=[C:6]([C:7]([O:9][CH2:10][CH3:11])=[O:8])[CH:5]=1)[CH3:13]. Reported procedure: Ethyl 2-amino-5-ethylthiophene-3-carboxylate and 2-fluoro-3-trifluoromethylnitrobenzene, m.p. 72°-73° C. (EtOH). Reactants: [N+](=O)([O-])C1=C(C(C(=O)O)=CC=C1)C(=O)O (3-nitrophthalic acid), COC(C)(C)C (methyl-tert-butyl ether). The solvent is C(C)(=O)OC(C)=O (acetic anhydride). Run at temperature 80 celsius. Yields the product [N+](=O)([O-])C1=CC=CC=2C(OC(C21)=O)=O (4-Nitro-2-benzofuran-1,3-dione). Yield: 88.8%. As a reaction SMILES: [N+:1]([C:4]1[CH:12]=[CH:11][CH:10]=[C:6]([C:7]([OH:9])=O)[C:5]=1[C:13]([OH:15])=[O:14])([O-:3])=[O:2].COC(C)(C)C>C(OC(=O)C)(=O)C>[N+:1]([C:4]1[C:5]2[C:13](=[O:14])[O:15][C:7](=[O:9])[C:6]=2[CH:10]=[CH:11][CH:12]=1)([O-:3])=[O:2]. Procedure details: A solution of 474.8 g (2.25 mol) of 3-nitrophthalic acid in 450 ml of acetic anhydride was stirred under reflux for 1 h. The solution was slowly cooled to 80° C. Then 1000 ml of methyl-tert-butyl ether (MTBE) were added expeditiously and the solution was cooled to 15° C. The resulting solid was isolated, washed with MTBE and dried in a vacuum oven at 40° C. Yield: 88.8% Product: C(C)(=O)O[C@@H]1C[C@H]2CC[C@H]3[C@]4(CC[C@H](CC#N)[C@]4(CC[C@@H]3[C@]2(CC1)C)C)O (3β-acetoxy-14β-hydroxy-5β-pregnane-21-nitrile). The solvent is C(Cl)Cl (methylene chloride). The reactants are C(C)(=O)O[C@@H]1C[C@H]2CC[C@H]3[C@]4(CC[C@H](CC[N+](=O)[O-])[C@]4(CC[C@@H]3[C@]2(CC1)C)C)O (3β-acetoxy-21-nitro-5β-pregnane-14β-ol), C1(=CC=CC=C1)P(C1=CC=CC=C1)C1=CC=CC=C1 (triphenylphosphine), N(=NC(=O)OCC)C(=O)OCC (diethyl azodicarboxylate). Procedure details: A solution of 13.34 g of 3β-acetoxy-21-nitro-5β-pregnane-14β-ol and 39.1 g of triphenylphosphine in 370 ml of dry methylene chloride was kept at 0° C. under nitrogen; 19.3 ml of diethyl azodicarboxylate were added dropwise during 1 hr. After 2 hrs. the solvent was removed in vacuo and the crude product was purified by flash-chromatography (SiO2) using methylene chloride/diethyl ether 95/5 as the eluant to give 11.20 g of 3β-acetoxy-14β-hydroxy-5β-pregnane-21-nitrile. Yield: 91.6%. RXN SMILES: [C:1]([O:4][C@H:5]1[CH2:26][CH2:25][C@@:24]2([CH3:27])[C@H:7]([CH2:8][CH2:9][C@@H:10]3[C@@H:23]2[CH2:22][CH2:21][C@@:20]2([CH3:28])[C@:11]3([OH:29])[CH2:12][CH2:13][C@@H:14]2[CH2:15][CH2:16][N+:17]([O-])=O)[CH2:6]1)(=[O:3])[CH3:2].C1(P(C2C=CC=CC=2)C2C=CC=CC=2)C=CC=CC=1.N(C(OCC)=O)=NC(OCC)=O>C(Cl)Cl>[C:1]([O:4][C@H:5]1[CH2:26][CH2:25][C@@:24]2([CH3:27])[C@H:7]([CH2:8][CH2:9][C@@H:10]3[C@@H:23]2[CH2:22][CH2:21][C@@:20]2([CH3:28])[C@:11]3([OH:29])[CH2:12][CH2:13][C@@H:14]2[CH2:15][C:16]#[N:17])[CH2:6]1)(=[O:3])[CH3:2]. Run at time 2 hour. The reactants are [Na] (sodium), ClC=1C(=NSN1)C=1C=NC=CC1 (3-(4-chloro-1,2,5-thiadiazol-3-yl)pyridine), C(CCC)O (n-butanol). Reaction conditions: temperature 25 celsius, time 18 hour. Product: C(CCC)OC=1C(=NSN1)C=1C=NC=CC1 (3-(4-butoxy-1,2,5-thiadiazol-3-yl)pyridine). Yield: 100.0%. As a reaction SMILES: [Na].Cl[C:3]1[C:4]([C:8]2[CH:9]=[N:10][CH:11]=[CH:12][CH:13]=2)=[N:5][S:6][N:7]=1.[CH2:14]([OH:18])[CH2:15][CH2:16][CH3:17]>>[CH2:14]([O:18][C:3]1[C:4]([C:8]2[CH:9]=[N:10][CH:11]=[CH:12][CH:13]=2)=[N:5][S:6][N:7]=1)[CH2:15][CH2:16][CH3:17] |^1:0|. Reported procedure: To a solution of sodium (290 mg, 12.5 mmol) in n-butanol (10 ml) was added 3-(4-chloro-1,2,5-thiadiazol-3-yl)pyridine (490 mg, 2.5 mmol). The mixture was stirred at 25° C. for 18 h and evaporated. The residue was dissolved in water and extracted with methylene chloride. The combined organic phases were dried and evaporated to yield 580 mg (100%) of the title compound. Starting materials: BrCC(C(C(=O)NC1[C@@H]2N(C(=C(CS2)C=C)C(=O)OC(C2=CC=CC=C2)C2=CC=CC=C2)C1=O)=NO)=O (benzhydryl 7-(4-bromo-2-hydroxyiminoacetoacetamido)-3-vinyl-3-cephem-4-carboxylate), NC(=S)N (thiourea), C([O-])(O)=O.[Na+] (sodium bicarbonate), [Cl-].[Na+] (sodium chloride). Solvent: CN(C(C)=O)C (N,N-dimethylacetamide). Yields the product NC=1SC=C(N1)C(C(=O)NC1[C@@H]2N(C(=C(CS2)C=C)C(=O)OC(C2=CC=CC=C2)C2=CC=CC=C2)C1=O)=NO (benzhydryl 7-[2-(2-aminothiazol-4-yl)-2-hydroxyiminoacetamido]-3-vinyl-3-cephem-4-carboxylate). Yield: 36.6%. RXN SMILES: Br[CH2:2][C:3](=O)[C:4](=[N:35][OH:36])[C:5]([NH:7][CH:8]1[C:33](=[O:34])[N:10]2[C:11]([C:17]([O:19][CH:20]([C:27]3[CH:32]=[CH:31][CH:30]=[CH:29][CH:28]=3)[C:21]3[CH:26]=[CH:25][CH:24]=[CH:23][CH:22]=3)=[O:18])=[C:12]([CH:15]=[CH2:16])[CH2:13][S:14][C@H:9]12)=[O:6].[NH2:38][C:39]([NH2:41])=[S:40].C(=O)(O)[O-].[Na+].[Cl-].[Na+]>CN(C)C(=O)C>[NH2:41][C:39]1[S:40][CH:2]=[C:3]([C:4](=[N:35][OH:36])[C:5]([NH:7][CH:8]2[C:33](=[O:34])[N:10]3[C:11]([C:17]([O:19][CH:20]([C:27]4[CH:28]=[CH:29][CH:30]=[CH:31][CH:32]=4)[C:21]4[CH:26]=[CH:25][CH:24]=[CH:23][CH:22]=4)=[O:18])=[C:12]([CH:15]=[CH2:16])[CH2:13][S:14][C@H:9]23)=[O:6])[N:38]=1 |f:2.3,4.5|. Reported procedure: To a solution of benzhydryl 7-(4-bromo-2-hydroxyiminoacetoacetamido)-3-vinyl-3-cephem-4-carboxylate (48 g) in N,N-dimethylacetamide (200 ml) was added thiourea (7.0 g) at 5° C., and the mixture was stirred at ambient temperature for an hour. After the reaction mixture was poured into 3% aqueous sodium bicarbonate (2 liter), sodium chloride (150 g) was added thereto. The precipitates were collected by filtration and then dissolved in a mixture of acetone (200 ml) and ethyl acetate (500 ml). The s... Starting materials: CC(C)(C)c1ccc(OS(C)(=O)=O)c(C(C)(C)C)c1, CC(=O)[O-], CO, O=C[O-], [Li+], [NH4+], O. Product: CC(C)(C)c1cccc(C(C)(C)C)c1. RXN SMILES: [CH3:1][S:2]([O:3][c:6]1[c:7]([C:16]([CH3:17])([CH3:18])[CH3:19])[cH:8][c:9]([C:12]([CH3:13])([CH3:14])[CH3:15])[cH:10][cH:11]1)(=[O:4])=[O:5].[CH3:25][C:26](=[O:27])[O-:28].[CH3:29][OH:30].[CH:20]([O-:21])=[O:22].[Li+:24].[NH4+:23].[OH2:31]>>[cH:6]1[c:7]([C:16]([CH3:17])([CH3:18])[CH3:19])[cH:8][c:9]([C:12]([CH3:13])([CH3:14])[CH3:15])[cH:10][cH:11]1. Reactants: BrCC1CC1, CCOc1ccc2c(COc3cccc4[nH]c(C(=O)O)cc34)coc2c1, CCOC(=O)c1coc2cc(O)ccc12. The product is O=C(O)c1cc2c(OCc3coc4cc(OCC5CC5)ccc34)cccc2[nH]1. Reaction SMILES: [Br:42][CH2:43][CH:44]1[CH2:45][CH2:46]1.[CH2:1]([CH3:2])[O:3][c:4]1[cH:5][c:6]2[c:7]([c:8]([CH2:11][O:12][c:13]3[c:14]4[cH:15][c:16]([C:22](=[O:23])[OH:24])[nH:17][c:18]4[cH:19][cH:20][cH:21]3)[cH:9][o:10]2)[cH:25][cH:26]1.[CH2:27]([CH3:28])[O:29][C:30]([c:31]1[c:32]2[cH:33][cH:34][c:35]([OH:36])[cH:37][c:38]2[o:39][cH:40]1)=[O:41]>>[CH2:1]([CH:2]1[CH2:27][CH2:28]1)[O:3][c:4]1[cH:5][c:6]2[c:7]([c:8]([CH2:11][O:12][c:13]3[c:14]4[cH:15][c:16]([C:22](=[O:23])[OH:24])[nH:17][c:18]4[cH:19][cH:20][cH:21]3)[cH:9][o:10]2)[cH:25][cH:26]1. RXN SMILES: O1CCCCC1[N:7]1[C@@H:10]([CH:11]([CH3:20])[CH2:12][O:13]C2CCCCO2)[C@H:9]([CH2:21][CH2:22][O:23][O:24][C:25]([CH2:27][C:28]2[CH:33]=[CH:32][C:31]([N+:34]([O-:36])=[O:35])=[CH:30][CH:29]=2)=[O:26])[C:8]1=[O:37].O.C1(C)C=CC(S(O)(=O)=O)=CC=1.P([O-])([O-])([O-])=O>CO>[N+:34]([C:31]1[CH:30]=[CH:29][C:28]([CH2:27][C:25]([O:24][O:23][CH2:22][CH2:21][C@H:9]2[C@H:10]([CH:11]([CH3:20])[CH2:12][OH:13])[NH:7][C:8]2=[O:37])=[O:26])=[CH:33][CH:32]=1)([O-:36])=[O:35] |f:1.2|. Run in CO (methanol). Conditions: time 2 hour. Reported procedure: A solution of trans-1-(2-tetrahydropyranyl)-3-(1-p-nitrobenzylcarbonyldioxyethyl)-4-[1-methyl-2-(2-tetrahydropyranyl)oxyethyl]-2-azetidinone in methanol at 25° C. is treated with 0.1 molar equivalent of p-toluenesulfonic acid monohydrate. The solution is stirred for a period of 2 hours and then neutralized with 1 M pH 7 phosphate buffer. The product is extracted into ethyl acetate. The ethyl acetate solution is washed with brine, dried over magnesium sulfate and filtered. The filtrate is evapora... Yields the product [N+](=O)([O-])C1=CC=C(CC(=O)OOCC[C@@H]2C(N[C@H]2C(CO)C)=O)C=C1 (trans-3-(1-p-nitrobenzylcarbonyldioxyethyl)-4-(1-methyl-2-hydroxyethyl)-2-azetidinone). The reactants are O1C(CCCC1)N1C([C@H]([C@@H]1C(COC1OCCCC1)C)CCOOC(=O)CC1=CC=C(C=C1)[N+](=O)[O-])=O (trans-1-(2-tetrahydropyranyl)-3-(1-p-nitrobenzylcarbonyldioxyethyl)-4-[1-methyl-2-(2-tetrahydropyranyl)oxyethyl]-2-azetidinone), O.C1(=CC=C(C=C1)S(=O)(=O)O)C (p-toluenesulfonic acid monohydrate), P(=O)([O-])([O-])[O-] (phosphate).